This data is from the Open Reaction Database (ORD), a public repository of structured organic reaction records. The task is: describe an organic reaction: reactants, conditions, products, and yield Starting materials: FC1=CC=C(C=C1)C=1C=CC(=NC1)N1CCN(CC1)C=O (4-(5-(4-Fluoro-phenyl)-pyridine-2-yl)-piperazine-1-carbaldehyde), Cl (HCl). The solvent is CO (MeOH). The product is Cl.FC1=CC=C(C=C1)C=1C=CC(=NC1)N1CCNCC1 (4-(5-(4-Fluoro-phenyl)-pyridine-2-yl)-piperazine hydrochloride). Isolated yield 100.0%. As a reaction SMILES: [F:1][C:2]1[CH:7]=[CH:6][C:5]([C:8]2[CH:9]=[CH:10][C:11]([N:14]3[CH2:19][CH2:18][N:17](C=O)[CH2:16][CH2:15]3)=[N:12][CH:13]=2)=[CH:4][CH:3]=1.[ClH:22]>CO>[ClH:22].[F:1][C:2]1[CH:3]=[CH:4][C:5]([C:8]2[CH:9]=[CH:10][C:11]([N:14]3[CH2:15][CH2:16][NH:17][CH2:18][CH2:19]3)=[N:12][CH:13]=2)=[CH:6][CH:7]=1 |f:3.4|. Reported procedure: 4-(5-(4-Fluoro-phenyl)-pyridine-2-yl)-piperazine-1-carbaldehyde (98 mg, 0.34 mmol) was dissolved in MeOH (5 ml) and conc. HCl (12M, 5 ml) was added. The mixture was stirred at room temperature over night. The solvents were removed in vacuo and the remaining water was removed by azeotropic evaporation using EtOH/Toulene affording 102 mg (100%) of the title compound as a yellow powder. Starting materials: C(C)(=O)Cl (Acetyl chloride), N([C@@H](CN)C(=O)O)C(=O)OCC1=CC=CC=C1 (Z-Dap-OH). Run in CO (methanol). Run at temperature 0 celsius, time 16 hour. The product is NCC(C(=O)OC)NC(=O)OCC1=CC=CC=C1 (Methyl 3-amino-2-(((benzyloxy)carbonyl)amino)propanoate). Reaction SMILES: [C:1](Cl)(=O)C.[NH:5]([C:12]([O:14][CH2:15][C:16]1[CH:21]=[CH:20][CH:19]=[CH:18][CH:17]=1)=[O:13])[C@H:6]([C:9]([OH:11])=[O:10])[CH2:7][NH2:8]>CO>[NH2:8][CH2:7][CH:6]([NH:5][C:12]([O:14][CH2:15][C:16]1[CH:17]=[CH:18][CH:19]=[CH:20][CH:21]=1)=[O:13])[C:9]([O:11][CH3:1])=[O:10]. Procedure: Acetyl chloride (0.627 ml, 8.81 mmol) was added dropwise to a suspension of commercially available Z-Dap-OH ((S)-3-amino-2-(((benzyloxy)carbonyl)amino)propanoic acid) (1 g, 4.20 mmol) in methanol (20 ml) at 0° C. The mixture was stirred at 0° C. for 4 hours and at room temperature for 16 hours. The solvent was evaporated under vacuum to afford the title compound. Reaction SMILES: [Br:23][CH2:24][CH2:25][CH:26]([O:27][CH3:28])[O:29][CH3:30].[CH3:2][c:3]1[c:4](-[c:9]2[c:10](=[O:16])[nH:11][c:12](=[O:15])[nH:13][cH:14]2)[cH:5][n:6][cH:7][cH:8]1.[ClH:1].[K+:17].[K+:18].[O-:19][C:20]([O-:21])=[O:22].[O:32]=[CH:33][N:34]([CH3:35])[CH3:36].[OH2:31]>>[CH3:2][c:3]1[c:4](-[c:9]2[c:10](=[O:16])[nH:11][c:12](=[O:15])[n:13]([CH2:24][CH2:25][CH:26]([O:27][CH3:28])[O:29][CH3:30])[cH:14]2)[cH:5][n:6][cH:7][cH:8]1. The reactants are COC(CCBr)OC, Cc1ccncc1-c1c[nH]c(=O)[nH]c1=O, Cl, [K+], [K+], O=C([O-])[O-], CN(C)C=O, O. The product is COC(CCn1cc(-c2cnccc2C)c(=O)[nH]c1=O)OC. Reactants: C(C)(C)(C)OC(=O)N1CC2CN(CC2C1)CC=1SC2=C(N=C(N=C2N2CCOCC2)Cl)N1 (5-(5-chloro-7-morpholin-4-ylthiazolo[4,5-d]pyrimidin-2-ylmethyl)-hexahydro-pyrrolo[3,4-c]pyrrole-2-carboxylic acid tert-butyl ester), N1(CCC1)C1CCNCC1 (4-azetidin-1-yl piperidine). Yields the product N1(CCC1)C1CCN(CC1)CC=1SC2=C(N=C(N=C2N2CCOCC2)Cl)N1 (2-(4-Azetidin-1-ylpiperidin-ylmethyl)-5-chloro-7-morpholin-4-ylthiazolo[4,5-d]pyrimidine), solid. Isolated yield 33.0%. RXN SMILES: C(OC([N:8]1[CH2:15][CH:14]2[CH:10]([CH2:11][N:12]([CH2:16][C:17]3[S:18][C:19]4[C:24]([N:25]5[CH2:30][CH2:29][O:28][CH2:27][CH2:26]5)=[N:23][C:22]([Cl:31])=[N:21][C:20]=4[N:32]=3)[CH2:13]2)[CH2:9]1)=O)(C)(C)C.N1(C2CCNCC2)C[CH2:35][CH2:34]1>>[N:8]1([CH:9]2[CH2:10][CH2:11][N:12]([CH2:16][C:17]3[S:18][C:19]4[C:24]([N:25]5[CH2:26][CH2:27][O:28][CH2:29][CH2:30]5)=[N:23][C:22]([Cl:31])=[N:21][C:20]=4[N:32]=3)[CH2:35][CH2:34]2)[CH2:15][CH2:14][CH2:13]1. Procedure details: Prepared according to the method used in the preparation of 5-(5-chloro-7-morpholin-4-ylthiazolo[4,5-d]pyrimidin-2-ylmethyl)-hexahydro-pyrrolo[3,4-c]pyrrole-2-carboxylic acid tert-butyl ester using 4-azetidin-1-yl piperidine in place of hexahydro-pyrrolo[3,4-c]pyrrole-2-carboxylic acid tert-butyl ester. The title compound was obtained as a yellow solid (97 mg, 33%). Reactants: C(C)(C)(C)[Si](OCCCN1C(NC(C(=C1)C=1SC=CC1C)=O)=O)(C)C (1-[3-(tert-butyl-dimethyl-silanyloxy)-propyl]-5-(3-methyl-thiophen-2-yl)-1H-pyrimidine-2,4-dione), Cl (HCl). The solvent is O1CCOCC1 (dioxane), O1CCOCC1 (dioxane). Conditions: time 1 hour. Yields the product OCCCN1C(NC(C(=C1)C=1SC=CC1C)=O)=O (1-(3-Hydroxy-propyl)-5-(3-methyl-thiophen-2-yl)-1H-pyrimidine-2,4-dione). Isolated yield 67.6%. RXN SMILES: C([Si](C)(C)[O:6][CH2:7][CH2:8][CH2:9][N:10]1[CH:15]=[C:14]([C:16]2[S:17][CH:18]=[CH:19][C:20]=2[CH3:21])[C:13](=[O:22])[NH:12][C:11]1=[O:23])(C)(C)C.Cl>O1CCOCC1>[OH:6][CH2:7][CH2:8][CH2:9][N:10]1[CH:15]=[C:14]([C:16]2[S:17][CH:18]=[CH:19][C:20]=2[CH3:21])[C:13](=[O:22])[NH:12][C:11]1=[O:23]. Procedure details: A solution of 1-[3-(tert-butyl-dimethyl-silanyloxy)-propyl]-5-(3-methyl-thiophen-2-yl)-1H-pyrimidine-2,4-dione (Prep 27, 73 mg, 0.2 mmol) in dioxane (8 mL) was cooled at 0° C. and then 4N HCl in dioxane (0.5 mL) was added. The mixture was stirred for 1 hour at room temperature and then the solvent was evaporated. The crude was purified by trituration with diisopropylether to afford the title compound as a white solid (36 mg, 72% yield). Starting materials: ice water, N1CCCCC1 (Piperidine), Cl.C(C)N=C=NCCCN(C)C (1-ethyl-3-(3-dimethylaminopropyl)carbodiimide hydrochloride), COC=1C(C(=C(C(C1OC)=O)CC=1C(=C(C(=O)O)C=CC1)OCC1=CC=CC=C1)C)=O (3-(5,6-dimethoxy-3-methyl-1,4-benzoquinon-2-yl)methyl-2-benzyloxybenzoic acid). Solvent: C(Cl)Cl (methylene chloride). Run at time 12 hour. The product is COC=1C(C(=C(C(C1OC)=O)CC=1C(=C(C(=O)N2CCCCC2)C=CC1)OCC1=CC=CC=C1)C)=O (N-[3-(5,6-Dimethoxy-3-methyl-1,4-benzoquinon-2-yl)methyl-2-benzyloxybenzoyl]piperidine). Yield: 52.2%. As a reaction SMILES: [NH:1]1[CH2:6][CH2:5][CH2:4][CH2:3][CH2:2]1.Cl.C(N=C=NCCCN(C)C)C.[CH3:19][O:20][C:21]1[C:22](=[O:49])[C:23]([CH3:48])=[C:24]([CH2:30][C:31]2[C:32]([O:40][CH2:41][C:42]3[CH:47]=[CH:46][CH:45]=[CH:44][CH:43]=3)=[C:33]([CH:37]=[CH:38][CH:39]=2)[C:34](O)=[O:35])[C:25](=[O:29])[C:26]=1[O:27][CH3:28]>C(Cl)Cl>[CH3:19][O:20][C:21]1[C:22](=[O:49])[C:23]([CH3:48])=[C:24]([CH2:30][C:31]2[C:32]([O:40][CH2:41][C:42]3[CH:43]=[CH:44][CH:45]=[CH:46][CH:47]=3)=[C:33]([CH:37]=[CH:38][CH:39]=2)[C:34]([N:1]2[CH2:6][CH2:5][CH2:4][CH2:3][CH2:2]2)=[O:35])[C:25](=[O:29])[C:26]=1[O:27][CH3:28] |f:1.2|. Procedure details: Piperidine (0.038 g, 0.45 mmol) and 1-ethyl-3-(3-dimethylaminopropyl)carbodiimide hydrochloride (0.129 g, 0.68 mmol) were added to a methylene chloride solution (10 ml) of 3-(5,6-dimethoxy-3-methyl-1,4-benzoquinon-2-yl)methyl-2-benzyloxybenzoic acid (0.095 g, 0.23 mmol) and the resulting solution was stirred at room temperature for 12 hours. The reaction solution was poured into ice water and then extracted with methylene chloride. The extract was washed with water and then dried, and the solven... Reactants: O=C([O-])O, Cc1ccccc1, [Na+], COC(=O)C1CCCC(=O)C1, O, O, OCCO, Cc1ccc(S(=O)(=O)O)cc1, Cc1ccccc1. RXN SMILES: [C:28](=[O:29])([O-:30])[OH:31].[CH3:33][c:34]1[cH:35][cH:36][cH:37][cH:38][cH:39]1.[Na+:32].[O:1]=[C:2]1[CH2:3][CH:4]([C:8](=[O:9])[O:10][CH3:11])[CH2:5][CH2:6][CH2:7]1.[OH2:16].[OH2:40].[OH:12][CH2:13][CH2:14][OH:15].[c:17]1([CH3:18])[cH:19][cH:20][c:21]([S:22]([OH:23])(=[O:24])=[O:25])[cH:26][cH:27]1.[c:41]1([CH3:42])[cH:43][cH:44][cH:45][cH:46][cH:47]1>>[O:1]1[C:2]2([CH2:3][CH:4]([C:8](=[O:9])[O:10][CH3:11])[CH2:5][CH2:6][CH2:7]2)[O:12][CH2:13][CH2:14]1. The product is COC(=O)C1CCCC2(C1)OCCO2.